This data is from the Open Reaction Database (ORD), a public repository of structured organic reaction records. The task is: describe an organic reaction: reactants, conditions, products, and yield The reactants are C(CCC)(=O)C=1C=NC2=C(C=CC=C2C1Cl)OC (3-butyryl-4-chloro-8-methoxyquinoline), C(CCC)(=O)C=1C=NC2=C(C=CC=C2C1Cl)O (3-butyryl-4-chloro-8-hydroxyquinoline), FC1=CC(=C(N)C=C1)C (4-fluoro-2-methylaniline), B(Br)(Br)Br (boron tribromide). Run in ClCCl (dichloromethane), O1CCOCC1 (dioxan). Run at time 2 hour. Product: C(CCC)(=O)C=1C=NC2=C(C=CC=C2C1NC1=C(C=C(C=C1)F)C)O (3-butyryl-4-(4-fluoro-2-methylphenylamino)-8-hydroxy-quinoline). The yield is 72.9%. Reaction SMILES: [C:1]([C:6]1[CH:7]=[N:8][C:9]2[C:14]([C:15]=1Cl)=[CH:13][CH:12]=[CH:11][C:10]=2[O:17]C)(=[O:5])[CH2:2][CH2:3][CH3:4].B(Br)(Br)Br.C(C1C=NC2C(C=1Cl)=CC=CC=2O)(=O)CCC.[F:40][C:41]1[CH:47]=[CH:46][C:44]([NH2:45])=[C:43]([CH3:48])[CH:42]=1>ClCCl.O1CCOCC1>[C:1]([C:6]1[CH:7]=[N:8][C:9]2[C:14]([C:15]=1[NH:45][C:44]1[CH:46]=[CH:47][C:41]([F:40])=[CH:42][C:43]=1[CH3:48])=[CH:13][CH:12]=[CH:11][C:10]=2[OH:17])(=[O:5])[CH2:2][CH2:3][CH3:4]. Procedure: A solution of 3-butyryl-4-chloro-8-methoxyquinoline (131.9 g, 0.5 mol) in dichloromethane (1 liter) was cooled to -78°, then boron tribromide (142 ml, 1.5 mol) added slowly over 10 minutes. The mixture was warmed slowly to 0°, stirred 2 hours, then allowed to warm to room temperature overnight. After recooling in ice the reaction was quenched cautiously with water, then the resulting solid filtered off and dried. This was heavily contaminated with boron-containing impurities, but was used withou...